Task: describe an organic reaction: reactants, conditions, products, and yield. Dataset: the Open Reaction Database (ORD), a public repository of structured organic reaction records The reactants are BrC1=CC=C(C=C1)C(=C1CC(CC(C1)(C)C)(C)C)C1=CC=CC=C1 (1-Bromo-4-[phenyl(3,3,5,5 tetramethylcyclohexylidene)methyl]benzene), CC1=NOC(=C1B(O)O)C ((3,5-dimethyl-4-isoxazolyl)boronic acid), C(=O)([O-])[O-].[Na+].[Na+] (Na2CO3), C1CCOC1 (THF). The reagents and catalysts are C=1C=CC(=CC1)[P](C=2C=CC=CC2)(C=3C=CC=CC3)[Pd]([P](C=4C=CC=CC4)(C=5C=CC=CC5)C=6C=CC=CC6)([P](C=7C=CC=CC7)(C=8C=CC=CC8)C=9C=CC=CC9)[P](C=1C=CC=CC1)(C=1C=CC=CC1)C=1C=CC=CC1 (Pd(Ph3P)4). Run in CCOC(=O)C (EtOAc). The product is CC1=NOC(=C1C1=CC=C(C=C1)C(=C1CC(CC(C1)(C)C)(C)C)C1=CC=CC=C1)C (3,5-Dimethyl-4-{4-[phenyl(3,3,5,5-tetramethylcyclohexylidene)methyl]phenyl}isoxazole). The yield is 68.1%. As a reaction SMILES: Br[C:2]1[CH:7]=[CH:6][C:5]([C:8]([C:19]2[CH:24]=[CH:23][CH:22]=[CH:21][CH:20]=2)=[C:9]2[CH2:14][C:13]([CH3:16])([CH3:15])[CH2:12][C:11]([CH3:18])([CH3:17])[CH2:10]2)=[CH:4][CH:3]=1.[CH3:25][C:26]1[C:30](B(O)O)=[C:29]([CH3:34])[O:28][N:27]=1.C([O-])([O-])=O.[Na+].[Na+].C1COCC1>CCOC(C)=O.C1C=CC([P]([Pd]([P](C2C=CC=CC=2)(C2C=CC=CC=2)C2C=CC=CC=2)([P](C2C=CC=CC=2)(C2C=CC=CC=2)C2C=CC=CC=2)[P](C2C=CC=CC=2)(C2C=CC=CC=2)C2C=CC=CC=2)(C2C=CC=CC=2)C2C=CC=CC=2)=CC=1>[CH3:25][C:26]1[C:30]([C:2]2[CH:3]=[CH:4][C:5]([C:8]([C:19]3[CH:20]=[CH:21][CH:22]=[CH:23][CH:24]=3)=[C:9]3[CH2:10][C:11]([CH3:18])([CH3:17])[CH2:12][C:13]([CH3:15])([CH3:16])[CH2:14]3)=[CH:6][CH:7]=2)=[C:29]([CH3:34])[O:28][N:27]=1 |f:2.3.4,^1:55,57,76,95|. Reported procedure: An round-bottomed flask was charged with 16 (192 mg, 0.5 mmol), Pd(Ph3P)4 (58 mg, 0.05 mmol), (3,5-dimethyl-4-isoxazolyl)boronic acid (141 mg, 1.0 mmol), 2 N aqueous Na2CO3 (0.5 mL, 1 mmol), and THF (5 mL). The reaction mixture was refluxed for 18 h. The mixture was cooled to RT, diluted with EtOAc (100 mL), and then the mixture was washed with H2O (1×25 mL), brine (1×25 mL), dried over Na2SO4, filtered, and concentrated under reduced pressure to afford the crude product, which was purified by f... Reactants: C(C)(C)N(CC)C(C)C (Diisopropylethylamine), ClC1=NC2=C(C(=N1)Cl)CCC2 (2,4-dichloro-6,7-dihydro-5H-cyclopentapyrimidine), COC(=O)C1(CCC1)C1=CC=C(C=C1)N (1-(4-amino-phenyl)-cyclobutanecarboxylic acid methyl ester). Solvent: C(C)O (ethanol). Run at temperature 10 celsius. Product: COC(=O)C1(CCC1)C1=CC=C(C=C1)NC1=NC(=NC2=C1CCC2)Cl (1-[4-(2-chloro-6,7-dihydro-5H-cyclopentapyrimidin-4-ylamino)-phenyl]-cyclobutanecarboxylic acid methyl ester). The yield is 61.8%. RXN SMILES: C(N(C(C)C)CC)(C)C.[Cl:10][C:11]1[N:16]=[C:15](Cl)[C:14]2[CH2:18][CH2:19][CH2:20][C:13]=2[N:12]=1.[CH3:21][O:22][C:23]([C:25]1([C:29]2[CH:34]=[CH:33][C:32]([NH2:35])=[CH:31][CH:30]=2)[CH2:28][CH2:27][CH2:26]1)=[O:24]>C(O)C>[CH3:21][O:22][C:23]([C:25]1([C:29]2[CH:30]=[CH:31][C:32]([NH:35][C:15]3[C:14]4[CH2:18][CH2:19][CH2:20][C:13]=4[N:12]=[C:11]([Cl:10])[N:16]=3)=[CH:33][CH:34]=2)[CH2:26][CH2:27][CH2:28]1)=[O:24]. Procedure details: Diisopropylethylamine (45.9 mL, 264.55 mmol) was added slowly to a solution of 2,4-dichloro-6,7-dihydro-5H-cyclopentapyrimidine (10 g, 52.91 mmol) and 1-(4-amino-phenyl)-cyclobutanecarboxylic acid methyl ester (13.015 g, 63.49 mmol) in anhydrous ethanol (100 mL) under stirring at 10° C. Thereafter, the mixture was heated at reflux for 48 hours and then concentrated under reduced pressure. The residue was purified by chromatography (silica gel) to afford the title compound as a light yellow solid... The reactants are NC=1C=C(C(=O)N(C)C)C=C(C1)N1CCOCC1 (3-amino-N,N-dimethyl-5-morpholinobenzamide), CC(C)C1=CC(=C(C(=C1)C(C)C)C2=C(C=CC=C2)P(C3CCCCC3)C4CCCCC4)C(C)C (XPhos), ClC1=C(C(=NC2=CC(=CC=C12)F)C1=NC=CC=C1)C (4-chloro-7-fluoro-3-methyl-2-(pyridin-2-yl)-quinoline), CC(C)([O-])C.[Na+] (sodium tert-butoxide). Reagents/catalysts: CC(C)C1=CC(=C(C(=C1)C(C)C)C2=CC=CC=C2P(C3CCCCC3)C4CCCCC4)C(C)C.C1=CC=C([C-]=C1)CCN.Cl[Pd+] (XPhos precatalyst). Solvent: C1(=CC=CC=C1)C (toluene). Product: FC1=CC=C2C(=C(C(=NC2=C1)C1=NC=CC=C1)C)NC=1C=C(C(=O)N(C)C)C=C(C1)N1CCOCC1 (3-((7-fluoro-3-methyl-2-(2-pyridinyl)-4-quinolinyl)amino)-N,N-dimethyl-5-(4-morpholinyl)benzamide). Reaction SMILES: [NH2:1][C:2]1[CH:3]=[C:4]([CH:10]=[C:11]([N:13]2[CH2:18][CH2:17][O:16][CH2:15][CH2:14]2)[CH:12]=1)[C:5]([N:7]([CH3:9])[CH3:8])=[O:6].Cl[C:20]1[C:29]2[C:24](=[CH:25][C:26]([F:30])=[CH:27][CH:28]=2)[N:23]=[C:22]([C:31]2[CH:36]=[CH:35][CH:34]=[CH:33][N:32]=2)[C:21]=1[CH3:37].CC(C)([O-])C.[Na+].CC(C1C=C(C(C)C)C(C2C=CC=CC=2P(C2CCCCC2)C2CCCCC2)=C(C(C)C)C=1)C>CC(C1C=C(C(C)C)C(C2C(P(C3CCCCC3)C3CCCCC3)=CC=CC=2)=C(C(C)C)C=1)C.C1C=[C-]C(CCN)=CC=1.Cl[Pd+].C1(C)C=CC=CC=1>[F:30][C:26]1[CH:25]=[C:24]2[C:29]([C:20]([NH:1][C:2]3[CH:3]=[C:4]([CH:10]=[C:11]([N:13]4[CH2:14][CH2:15][O:16][CH2:17][CH2:18]4)[CH:12]=3)[C:5]([N:7]([CH3:9])[CH3:8])=[O:6])=[C:21]([CH3:37])[C:22]([C:31]3[CH:36]=[CH:35][CH:34]=[CH:33][N:32]=3)=[N:23]2)=[CH:28][CH:27]=1 |f:2.3,5.6.7|. Procedure: Prepared according to Procedure Y using 3-amino-N,N-dimethyl-5-morpholinobenzamide (0.046 g, 0.183 mmol), 4-chloro-7-fluoro-3-methyl-2-(pyridin-2-yl)-quinoline (0.050 g, 0.183 mmol), sodium tert-butoxide (0.035 g, 0.367 mmol), XPhos (8.7 mg, 0.018 mmol), XPhos precatalyst (CAS 1028206-56-5; 0.012 g, 0.018 mmol), and toluene (1.0 mL) to afford 3-((7-fluoro-3-methyl-2-(2-pyridinyl)-4-quinolinyl)amino)-N,N-dimethyl-5-(4-morpholinyl)benzamide as a yellow amorphous solid. 1H NMR (400 MHz, DMSO-d6) δ ... The reactants are OC1=C(C=CC(=C1CCC)O)C(C)=O (1-(2,4-dihydroxy-3-propylphenyl) ethanone), BrCCCCCCCC(=O)OC (methyl 8-bromooctanoate), C([O-])([O-])=O.[K+].[K+] (potassium carbonate). The solvent is CC(=O)C (acetone), CN(C=O)C (dimethyl formamide). The product is COC(CCCCCCCOC1=C(C(=C(C=C1)C(C)=O)O)CCC)=O (8-(4-acetyl-3-hydroxy-2-propylphenoxy) octanoic acid methyl ester). Yield: 59.7%. Reaction SMILES: [OH:1][C:2]1[C:7]([CH2:8][CH2:9][CH3:10])=[C:6]([OH:11])[CH:5]=[CH:4][C:3]=1[C:12](=[O:14])[CH3:13].Br[CH2:16][CH2:17][CH2:18][CH2:19][CH2:20][CH2:21][CH2:22][C:23]([O:25][CH3:26])=[O:24].C(=O)([O-])[O-].[K+].[K+]>CC(C)=O.CN(C)C=O>[CH3:26][O:25][C:23](=[O:24])[CH2:22][CH2:21][CH2:20][CH2:19][CH2:18][CH2:17][CH2:16][O:11][C:6]1[CH:5]=[CH:4][C:3]([C:12](=[O:14])[CH3:13])=[C:2]([OH:1])[C:7]=1[CH2:8][CH2:9][CH3:10] |f:2.3.4|. Reported procedure: A mixture of 4.30 g of 1-(2,4-dihydroxy-3-propylphenyl) ethanone, 5.10 g of methyl 8-bromooctanoate and 4.55 g of anhydrous potassium carbonate in 100 ml of anhydrous acetone and 30 ml of anhydrous dimethyl formamide was stirred at reflux for 20 hours. The usual workup followed by purification by high pressure liquid chromatography using a solvent of 15% ethyl acetate-hexane gave 4.5 g (58% yield) of 8-(4-acetyl-3-hydroxy-2-propylphenoxy) octanoic acid methyl ester, the titled compound, mp 39-41... The reactants are compound, ClC=1C=CC(=NC1)C#N (5-Chloro-2-cyanopyridine), C(C)O (ethanol), Cl.C(C)O (hydrochloric acid ethanol). Yields the product ClC=1C=CC(=NC1)C(=O)OCC (Ethyl 5-chloro-2-pyridinecarboxylate). The yield is 97.0%. RXN SMILES: [Cl:1][C:2]1[CH:3]=[CH:4][C:5]([C:8]#N)=[N:6][CH:7]=1.Cl.[CH2:11]([OH:13])[CH3:12].C([OH:16])C>>[Cl:1][C:2]1[CH:3]=[CH:4][C:5]([C:8]([O:13][CH2:11][CH3:12])=[O:16])=[N:6][CH:7]=1 |f:1.2|. Reported procedure: To a solution of the compound (3.16 g) obtained in (2) above in ethanol (5 ml) was added a 2.7N hydrochloric acid-ethanol solution (10 ml) and the mixture was stirred with refluxing for 2 hours. Ethanol was distilled away under reduced pressure, and the mixture was neutralized with a saturated aqueous sodium hydrogencarbonate solution and extracted with ethyl acetate. The extract was dried over magnesium sulfate and the solvent was distilled away under reduced pressure to give 4.10 g of a pale-b... Reactants: NCCC(=O)O (β-alanine), C(CCCCC)N (n-hexylamine). Product: C(CCCCC)NC(CCN)=O (β-Alanine N-n-hexylamide). As a reaction SMILES: [NH2:1][CH2:2][CH2:3][C:4]([OH:6])=O.[CH2:7]([NH2:13])[CH2:8][CH2:9][CH2:10][CH2:11][CH3:12]>>[CH2:7]([NH:13][C:4](=[O:6])[CH2:3][CH2:2][NH2:1])[CH2:8][CH2:9][CH2:10][CH2:11][CH3:12]. Procedure: As above using β-alanine in place of glycine and n-hexylamine in place of n-heptylamine. The reactants are Oc1c(Br)ccc2cnc(Cl)nc12, C1CCOC1, CCOC(=O)N=NC(=O)OCC, CC(C)(C)OC(=O)N1CCC(O)CC1, c1ccc(P(c2ccccc2)c2ccccc2)cc1. The product is CC(C)(C)OC(=O)N1CCC(Oc2c(Br)ccc3cnc(Cl)nc23)CC1. Reaction SMILES: [Br:13][c:14]1[cH:15][cH:16][c:17]2[cH:18][n:19][c:20]([Cl:25])[n:21][c:22]2[c:23]1[OH:24].[CH2:59]1[O:60][CH2:61][CH2:62][CH2:63]1.[O:1]=[C:2]([O:3][CH2:4][CH3:5])[N:6]=[N:7][C:8]([O:9][CH2:10][CH3:11])=[O:12].[OH:26][CH:27]1[CH2:28][CH2:29][N:30]([C:33](=[O:34])[O:35][C:36]([CH3:37])([CH3:38])[CH3:39])[CH2:31][CH2:32]1.[c:40]1([P:41]([c:42]2[cH:43][cH:44][cH:45][cH:46][cH:47]2)[c:48]2[cH:49][cH:50][cH:51][cH:52][cH:53]2)[cH:54][cH:55][cH:56][cH:57][cH:58]1>>[Br:13][c:14]1[cH:15][cH:16][c:17]2[cH:18][n:19][c:20]([Cl:25])[n:21][c:22]2[c:23]1[O:24][CH:27]1[CH2:28][CH2:29][N:30]([C:33](=[O:34])[O:35][C:36]([CH3:37])([CH3:38])[CH3:39])[CH2:31][CH2:32]1. The reactants are N=1NC=C2N=CNC(C21)=O (2,6-dihydro-7H-pyrazolo[4,3-d]pyrimidin-7-one), 5-(2-ethoxy-5-(2-(4-morpholino)acetyl)phenyl)-1-methyl-3-propyl-1,6-dihydro-7H-pyrazolo[4,3-d]pyrimidin-7-one, C(C)OC1=NC=C(C=C1C=1NC(C2=C(N1)C(=NN2CCOC)CC)=O)S(=O)(=O)N2CCN(CC2)CC (5-[2-Ethoxy-5-(4-ethylpiperazin-1-ylsulphonyl)pyridin-3-yl]-3-ethyl-1-(2-methoxyethyl)-1,6-dihydro-7H-pyrazolo[4,3-d]pyrimidin-7-one), C(C)C=1N(N=C2C1N=C(NC2=O)C2=C(C=CC(=C2)S(=O)(=O)N2CCN(CC2)CC)OCCC)CC2=NC=CC=C2 (3-Ethyl-5-[5-(4-ethylpiperazin-1-ylsulphonyl)-2-propoxyphenyl]-2-(pyridin-2-yl)methyl-2,6-dihydro-7H-pyrazolo[4,3-d]pyrimidin-7-one). Yields the product C(C)OC1=NC=C(C=C1C=1NC(C=2C(N1)=C(N(N2)CC2=NC(=CC=C2)OC)CC)=O)S(=O)(=O)N2CCN(CC2)CC (5-[2-ethoxy-5-(4-ethylpiperazin-1-ylsulphonyl)pyridin-3-yl]-3-ethyl-2-(6-methoxypyridin-2-yl)methyl-2,6-dihydro-7H-pyrazolo[4,3-d]pyrimidin-7-one). As a reaction SMILES: N1NC=C2C=1[C:8](=[O:10])NC=N2.[CH2:11]([O:13][C:14]1[C:19]([C:20]2[NH:21][C:22](=[O:35])[C:23]3[N:28](CCOC)[N:27]=[C:26]([CH2:33][CH3:34])[C:24]=3[N:25]=2)=[CH:18][C:17]([S:36]([N:39]2[CH2:44][CH2:43][N:42]([CH2:45][CH3:46])[CH2:41][CH2:40]2)(=[O:38])=[O:37])=[CH:16][N:15]=1)[CH3:12].C(C1N([CH2:80][C:81]2[CH:86]=[CH:85][CH:84]=[CH:83][N:82]=2)N=C2C(=O)NC(C3C=C(S(N4CCN(CC)CC4)(=O)=O)C=CC=3OCCC)=NC=12)C>>[CH2:11]([O:13][C:14]1[C:19]([C:20]2[NH:21][C:22](=[O:35])[C:23]3[C:24](=[C:26]([CH2:33][CH3:34])[N:27]([CH2:80][C:81]4[CH:86]=[CH:85][CH:84]=[C:83]([O:10][CH3:8])[N:82]=4)[N:28]=3)[N:25]=2)=[CH:18][C:17]([S:36]([N:39]2[CH2:44][CH2:43][N:42]([CH2:45][CH3:46])[CH2:41][CH2:40]2)(=[O:38])=[O:37])=[CH:16][N:15]=1)[CH3:12]. Procedure details: 5-[2-i-butoxy-5-(4-ethylpiperazin-1-ylsulphonyl)pyridin-3-yl]-2,3-diethyl-2,6-dihydro-7H-pyrazolo[[4,3-d]pyrimidin-7-one; 5-[2-ethoxy-5-(4-ethylpiperazin-1-ylsulphonyl)pyridin-3-yl]-3-ethyl-2-[1-pyridin-2-yl)ethyl]2,6-dihydro-7H-pyrazolo[4,3-d]pyrimidin-7-one; 5-[2-Ethoxy-5-(4-ethylpiperazin-1-ylsulphonyl)pyridin-3-yl]-3-ethyl-1-(2-methoxyethyl)-1,6-dihydro-7H-pyrazolo[4,3-d]pyrimidin-7-one; 3-Ethyl-5-[5-(4-ethylpiperazin-1-ylsulphonyl)-2-propoxyphenyl]-2-(pyridin-2-yl)methyl-2,6-dihydro-7H-pyra... Starting materials: CSc1ncnc2cccc(C)c12, ClC(Cl)(Cl)Cl, CC(C)(C#N)N=NC(C)(C)C#N, [N-]=[N+]=NC1CCNCC1O, O=C1CCC(=O)N1Br. Yields the product CSc1ncnc2cccc(CN3CCC(N=[N+]=[N-])C(O)C3)c12. RXN SMILES: [CH3:1][c:2]1[c:3]2[c:4]([S:12][CH3:13])[n:5][cH:6][n:7][c:8]2[cH:9][cH:10][cH:11]1.[Cl:44][C:45]([Cl:46])([Cl:47])[Cl:48].[N:14]#[C:15][C:16]([N:17]=[N:18][C:19]([C:20]#[N:21])([CH3:22])[CH3:23])([CH3:24])[CH3:25].[N:34](=[N+:35]=[N-:36])[CH:37]1[CH:38]([OH:43])[CH2:39][NH:40][CH2:41][CH2:42]1.[O:26]=[C:27]1[N:28]([Br:29])[C:30](=[O:31])[CH2:32][CH2:33]1>>[CH2:1]([c:2]1[c:3]2[c:4]([S:12][CH3:13])[n:5][cH:6][n:7][c:8]2[cH:9][cH:10][cH:11]1)[N:40]1[CH2:39][CH:38]([OH:43])[CH:37]([N:34]=[N+:35]=[N-:36])[CH2:42][CH2:41]1.